From a dataset of the Open Reaction Database (ORD), a public repository of structured organic reaction records. describe an organic reaction: reactants, conditions, products, and yield Yield: 74.1%. The product is CC1=NC2=CC=CC=C2C(=C1)COC1=CC=C(C=C1)S(=O)(=O)CC(O)C1(CCOCC1)C (2-[4-(2-methylquinolin-4-ylmethoxy)benzenesulfonyl]-1-(4-methyltetrahydropyran-4-yl)ethanol). Reaction SMILES: C([N-]C(C)C)(C)C.[Li+].[CH3:9][S:10]([C:13]1[CH:31]=[CH:30][C:16]([O:17][CH2:18][C:19]2[C:28]3[C:23](=[CH:24][CH:25]=[CH:26][CH:27]=3)[N:22]=[C:21]([CH3:29])[CH:20]=2)=[CH:15][CH:14]=1)(=[O:12])=[O:11].[CH3:32][C:33]1([C:39](OC)=[O:40])[CH2:38][CH2:37][O:36][CH2:35][CH2:34]1.C(O)(=O)C.[BH4-].[Na+]>CCCCCC.CCCCCCC.C(C1C=CC=CC=1)C.O1CCCC1.O>[CH3:29][C:21]1[CH:20]=[C:19]([CH2:18][O:17][C:16]2[CH:15]=[CH:14][C:13]([S:10]([CH2:9][CH:39]([C:33]3([CH3:32])[CH2:38][CH2:37][O:36][CH2:35][CH2:34]3)[OH:40])(=[O:12])=[O:11])=[CH:31][CH:30]=2)[C:28]2[C:23](=[CH:24][CH:25]=[CH:26][CH:27]=2)[N:22]=1 |f:0.1,5.6,7.8.9|. The reactants are C(C)(=O)O (acetic acid), lithium(bistrimethylsilyl)amide, CC1(CCOCC1)C(=O)OC (methyl 4-methyltetrahydropyran-4-carboxylate), C(C)(C)[N-]C(C)C.[Li+] (lithium diisopropylamide), CS(=O)(=O)C1=CC=C(OCC2=CC(=NC3=CC=CC=C23)C)C=C1 (4-(4-methanesulfonylphenoxymethyl)-2-methylquinoline), [BH4-].[Na+] (sodium borohydride). Solvent: O (Water), O1CCCC1 (tetrahydrofuran), CCCCCC.CCCCCCC.C(C)C1=CC=CC=C1 (hexane heptane ethylbenzene), O1CCCC1 (tetrahydrofuran). Conditions: time 50 minute. Reported procedure: Under an atmosphere of argon, 1.7 mL (3.45 mmol) of 2 mol/L lithium diisopropylamide in hexane-heptane-ethylbenzene was dropped, at −78° C., into a solution of 1.03 g (3.14 mmol) of 4-(4-methanesulfonylphenoxymethyl)-2-methylquinoline (VI-1) in tetrahydrofuran (40 mL), and then stirred for 50 minutes. Into this solution, 3.1 mL (3.10 mmol) of 1 mol/L lithium(bistrimethylsilyl)amide in tetrahydrofuran was dropped at −78° C., and then 745 mg (4.71 mmol) of methyl 4-methyltetrahydropyran-4-carboxyl...